Dataset: the Open Reaction Database (ORD), a public repository of structured organic reaction records. Task: describe an organic reaction: reactants, conditions, products, and yield The reactants are ClC1=C(C=CC=C1Cl)S(=O)(=O)N(COCC[Si](C)(C)C)C1=NC=C(N=C1OC)Cl (2,3-Dichloro-N-(5-chloro-3-methoxy-2-pyrazinyl)-N-{[2-(trimethylsilyl)ethoxy]methyl}benzenesulphonamide), C(O)CN (ethanolamine), [H-].[Na+] (sodium hydride). Run in COCCOC (1,2-dimethoxyethane). Conditions: time 2 hour. The product is NCCOC=1N=C(C(=NC1)NS(=O)(=O)C1=C(C(=CC=C1)Cl)Cl)OC (N-[5-(2-aminoethoxy)-3-methoxy-2-pyrazinyl]-2,3-dichlorobenzenesulphonamide). Reaction SMILES: [Cl:1][C:2]1[C:7]([Cl:8])=[CH:6][CH:5]=[CH:4][C:3]=1[S:9]([N:12]([C:21]1[C:26]([O:27][CH3:28])=[N:25][C:24](Cl)=[CH:23][N:22]=1)COCC[Si](C)(C)C)(=[O:11])=[O:10].[CH2:30]([CH2:32][NH2:33])[OH:31].[H-].[Na+]>COCCOC>[NH2:33][CH2:32][CH2:30][O:31][C:24]1[N:25]=[C:26]([O:27][CH3:28])[C:21]([NH:12][S:9]([C:3]2[CH:4]=[CH:5][CH:6]=[C:7]([Cl:8])[C:2]=2[Cl:1])(=[O:10])=[O:11])=[N:22][CH:23]=1 |f:2.3|. Procedure details: 2,3-Dichloro-N-(5-chloro-3-methoxy-2-pyrazinyl)-N-{[2-(trimethylsilyl)ethoxy]methyl}benzenesulphonamide (Example 115a) (0.25 g) was added to a mixture of ethanolamine (0.05 mL) and sodium hydride (0.035 g of a 60% dispersion in oil) in 1,2-dimethoxyethane (15 mL) at room temperature. After 2 h, the mixture was partitioned between water and ethyl acetate. The organic layer was washed with brine, dried (MgSO4) and evaporated to dryness. Chromatography on silica gel eluting with methanol/dichlorome... The reactants are CO, COC(=O)c1ccc(CCC(NS(=O)(=O)c2ccc(Cl)cc2)c2cccnc2)cc1, Cl, [Na+], C1COCCO1, [OH-]. Yields the product O=C(O)c1ccc(CCC(NS(=O)(=O)c2ccc(Cl)cc2)c2cccnc2)cc1. RXN SMILES: [CH3:40][OH:41].[Cl:1][c:2]1[cH:3][cH:4][c:5]([S:8](=[O:9])(=[O:10])[NH:11][CH:12]([CH2:13][CH2:14][c:15]2[cH:16][cH:17][c:18]([C:19](=[O:20])[O:21][CH3:22])[cH:23][cH:24]2)[c:25]2[cH:26][n:27][cH:28][cH:29][cH:30]2)[cH:6][cH:7]1.[ClH:33].[Na+:32].[O:34]1[CH2:35][CH2:36][O:37][CH2:38][CH2:39]1.[OH-:31]>>[Cl:1][c:2]1[cH:3][cH:4][c:5]([S:8](=[O:9])(=[O:10])[NH:11][CH:12]([CH2:13][CH2:14][c:15]2[cH:16][cH:17][c:18]([C:19](=[O:20])[OH:21])[cH:23][cH:24]2)[c:25]2[cH:26][n:27][cH:28][cH:29][cH:30]2)[cH:6][cH:7]1. Starting materials: BrC=1C(=C(C=CC1)N1C(N(C=CC1=O)CC1=CC=C(C=C1)OC)=O)C (3-(3-bromo-2-methylphenyl)-1-(4-methoxybenzyl)pyrimidine-2,4(1H,3H)-dione), FC(S(=O)(=O)O)(F)F (trifluoromethanesulfonic acid). The solvent is C(=O)(C(F)(F)F)O (TFA). Reaction conditions: time 8 hour. The product is BrC=1C(=C(C=CC1)N1C(NC=CC1=O)=O)C (3-(3-bromo-2-methylphenyl)pyrimidine-2,4(1H,3H)-dione). Yield: 101.6%. As a reaction SMILES: [Br:1][C:2]1[C:3]([CH3:25])=[C:4]([N:8]2[C:13](=[O:14])[CH:12]=[CH:11][N:10](CC3C=CC(OC)=CC=3)[C:9]2=[O:24])[CH:5]=[CH:6][CH:7]=1.FC(F)(F)S(O)(=O)=O>C(O)(C(F)(F)F)=O>[Br:1][C:2]1[C:3]([CH3:25])=[C:4]([N:8]2[C:13](=[O:14])[CH:12]=[CH:11][NH:10][C:9]2=[O:24])[CH:5]=[CH:6][CH:7]=1. Procedure details: A solution of 3-(3-bromo-2-methylphenyl)-1-(4-methoxybenzyl)pyrimidine-2,4(1H,3H)-dione (0.87 g, 2.17 mmol) in TFA (5.5 mL) was treated with trifluoromethanesulfonic acid (0.55 mL) and the mixture was stirred at room temperature overnight. The mixture was slowly poured onto ice and stirred while warming to room temperature. The precipitate was collected by filtration, washed with water and dried to provide 3-(3-bromo-2-methylphenyl)pyrimidine-2,4(1H,3H)-dione as a purple solid (0.62 g, 96% yield... The reactants are ClC=1C=C(C=CC1)CC(=O)N[C@@H](C)C(=O)O (N-(3-chlorophenylacetyl)alanine), S1C=C(C=C1)CO (3-thiophenemethanol). The product is S1C=C(C=C1)COC([C@@H](NC(CC1=CC(=CC=C1)Cl)=O)C)=O (N-[(3chlorophenyl)acetyl]alanine 3thienylmethyl ester). Reaction SMILES: [Cl:1][C:2]1[CH:3]=[C:4]([CH2:8][C:9]([NH:11][C@H:12]([C:14]([OH:16])=[O:15])[CH3:13])=[O:10])[CH:5]=[CH:6][CH:7]=1.[S:17]1[CH:21]=[CH:20][C:19]([CH2:22]O)=[CH:18]1>>[S:17]1[CH:21]=[CH:20][C:19]([CH2:22][O:15][C:14](=[O:16])[C@H:12]([CH3:13])[NH:11][C:9](=[O:10])[CH2:8][C:4]2[CH:5]=[CH:6][CH:7]=[C:2]([Cl:1])[CH:3]=2)=[CH:18]1. Procedure details: Following General Procedure C above, and using N-(3-chlorophenylacetyl alanine (from Example D above) and 3-thiophenemethanol (Aldrich) the title compound can be prepared. The reaction was monitored by tlc on silica gel and purification was by liquid chromatography using 3:7 EtOAc:hexane as the eluant. The reactants are [BH4-], Cc1ccccc1, CO, O=Cc1c([N+](=O)[O-])ccc(Cl)c1Cl, [Na+]. Product: O=[N+]([O-])c1ccc(Cl)c(Cl)c1CO. RXN SMILES: [BH4-:21].[CH3:1][c:2]1[cH:3][cH:4][cH:5][cH:6][cH:7]1.[CH3:23][OH:24].[Cl:8][c:9]1[c:10]([CH:11]=[O:12])[c:13]([N+:18](=[O:19])[O-:20])[cH:14][cH:15][c:16]1[Cl:17].[Na+:22]>>[Cl:8][c:9]1[c:10]([CH2:11][OH:12])[c:13]([N+:18](=[O:19])[O-:20])[cH:14][cH:15][c:16]1[Cl:17]. Reactants: Cl (hydrochloric acid), NC1=CC2=C(N=CS2)C=C1 (6-aminobenzothiazole), N1=CC=CC=C1 (pyridine), C(C1=CC=CC=C1)(=O)NC=1C=C(C(=O)Cl)C=CC1 (3-(benzoylamino)benzoyl chloride). The solvent is C(C)(=O)OCC (ethyl acetate), O1CCCC1 (tetrahydrofuran), O1CCCC1 (tetrahydrofuran). Product: S1C=NC2=C1C=C(C=C2)NC(C2=CC(=CC=C2)NC(C2=CC=CC=C2)=O)=O (N-benzothiazol-6-yl 3-(benzoylamino)benzamide). Yield: 60.3%. As a reaction SMILES: [NH2:1][C:2]1[CH:10]=[CH:9][C:5]2[N:6]=[CH:7][S:8][C:4]=2[CH:3]=1.N1C=CC=CC=1.[C:17]([NH:25][C:26]1[CH:27]=[C:28]([CH:32]=[CH:33][CH:34]=1)[C:29](Cl)=[O:30])(=[O:24])[C:18]1[CH:23]=[CH:22][CH:21]=[CH:20][CH:19]=1.Cl>O1CCCC1.C(OCC)(=O)C>[S:8]1[C:4]2[CH:3]=[C:2]([NH:1][C:29](=[O:30])[C:28]3[CH:32]=[CH:33][CH:34]=[C:26]([NH:25][C:17](=[O:24])[C:18]4[CH:19]=[CH:20][CH:21]=[CH:22][CH:23]=4)[CH:27]=3)[CH:10]=[CH:9][C:5]=2[N:6]=[CH:7]1. Reported procedure: To a solution of 0.1 g of 6-aminobenzothiazole and 0.1 g of pyridine added to 5 ml of tetrahydrofuran and stirred at room temperature was introduced dropwise 0.2 g of 3-(benzoylamino)benzoyl chloride dissolved in 1 ml of tetrahydrofuran. The resulting solution was stirred at room temperature for 1 hour, and then ethyl acetate and 1N hydrochloric acid were added thereto for separating the organic phase. The organic phase was washed with saturated sodium hydrogen carbonate solution one time, and t...